This data is from the Open Reaction Database (ORD), a public repository of structured organic reaction records. The task is: describe an organic reaction: reactants, conditions, products, and yield Product: CCC1COC(C(F)(F)F)N1c1ccc([N+](=O)[O-])cc1F. Reactants: CCOC(O)C(F)(F)F, CCC(CO)Nc1ccc([N+](=O)[O-])cc1F, Cc1ccc(S(=O)(=O)O)cc1, c1ccccc1. Reaction SMILES: [CH2:17]([O:18][CH:20]([OH:19])[C:21]([F:22])([F:23])[F:24])[CH3:25].[F:1][c:2]1[c:3]([NH:11][CH:12]([CH2:13][OH:14])[CH2:15][CH3:16])[cH:4][cH:5][c:6]([N+:8](=[O:9])[O-:10])[cH:7]1.[c:26]1([CH3:27])[cH:28][cH:29][c:30]([S:31]([OH:32])(=[O:33])=[O:34])[cH:35][cH:36]1.[cH:37]1[cH:38][cH:39][cH:40][cH:41][cH:42]1>>[F:1][c:2]1[c:3]([N:11]2[CH:12]([CH2:15][CH3:16])[CH2:13][O:14][CH:20]2[C:21]([F:22])([F:23])[F:24])[cH:4][cH:5][c:6]([N+:8](=[O:9])[O-:10])[cH:7]1.